From a dataset of the Open Reaction Database (ORD), a public repository of structured organic reaction records. describe an organic reaction: reactants, conditions, products, and yield Product: CC(C)CCn1ccc(OCc2ccccc2)cc1=O. The reactants are CC(C)CCBr, O=c1cc(OCc2ccccc2)cc[nH]1, CN(C)C=O, C1CCC2=NCCCN2CC1. RXN SMILES: [Br:16][CH2:17][CH2:18][CH:19]([CH3:20])[CH3:21].[CH2:1]([c:2]1[cH:3][cH:4][cH:5][cH:6][cH:7]1)[O:8][c:9]1[cH:10][c:11](=[O:15])[nH:12][cH:13][cH:14]1.[CH3:33][N:34]([CH3:35])[CH:36]=[O:37].[N:22]12[CH2:23][CH2:24][CH2:25][N:26]=[C:27]1[CH2:28][CH2:29][CH2:30][CH2:31][CH2:32]2>>[CH2:1]([c:2]1[cH:3][cH:4][cH:5][cH:6][cH:7]1)[O:8][c:9]1[cH:10][c:11](=[O:15])[n:12]([CH2:17][CH2:18][CH:19]([CH3:20])[CH3:21])[cH:13][cH:14]1. Reactants: Cn1cnc(S(=O)(=O)Cl)c1, O=C1CCCN1c1cc(NCc2ccc(Cl)cc2)ccc1F, ClCCl, c1ccncc1. Yields the product Cn1cnc(S(=O)(=O)N(Cc2ccc(Cl)cc2)c2ccc(F)c(N3CCCC3=O)c2)c1. As a reaction SMILES: [CH3:23][n:24]1[cH:25][n:26][c:27]([S:29](=[O:30])(=[O:31])[Cl:32])[cH:28]1.[Cl:1][c:2]1[cH:3][cH:4][c:5]([CH2:6][NH:7][c:8]2[cH:9][cH:10][c:11]([F:20])[c:12]([N:14]3[C:15](=[O:19])[CH2:16][CH2:17][CH2:18]3)[cH:13]2)[cH:21][cH:22]1.[Cl:39][CH2:40][Cl:41].[cH:33]1[cH:34][cH:35][n:36][cH:37][cH:38]1>>[Cl:1][c:2]1[cH:3][cH:4][c:5]([CH2:6][N:7]([c:8]2[cH:9][cH:10][c:11]([F:20])[c:12]([N:14]3[C:15](=[O:19])[CH2:16][CH2:17][CH2:18]3)[cH:13]2)[S:29]([c:27]2[n:26][cH:25][n:24]([CH3:23])[cH:28]2)(=[O:30])=[O:31])[cH:21][cH:22]1. Starting materials: CC(C)(C)OC(=O)N1CCc2c(cnc3[nH]nc(Br)c23)C1, O=C([O-])[O-], Cc1ccccc1, CCO, [Cs+], [Cs+], Cc1ccccc1B(O)O. Yields the product Cc1ccccc1-c1n[nH]c2ncc3c(c12)CCN(C(=O)OC(C)(C)C)C3. Reaction SMILES: [Br:1][c:2]1[n:3][nH:4][c:5]2[n:6][cH:7][c:8]3[c:13]([c:14]12)[CH2:12][CH2:11][N:10]([C:15](=[O:16])[O:17][C:18]([CH3:19])([CH3:20])[CH3:21])[CH2:9]3.[C:32](=[O:33])([O-:34])[O-:35].[CH3:38][c:39]1[cH:40][cH:41][cH:42][cH:43][cH:44]1.[CH3:45][CH2:46][OH:47].[Cs+:36].[Cs+:37].[c:22]1([CH3:31])[c:23]([B:28]([OH:29])[OH:30])[cH:24][cH:25][cH:26][cH:27]1>>[c:2]1(-[c:23]2[c:22]([CH3:31])[cH:27][cH:26][cH:25][cH:24]2)[n:3][nH:4][c:5]2[n:6][cH:7][c:8]3[c:13]([c:14]12)[CH2:12][CH2:11][N:10]([C:15](=[O:16])[O:17][C:18]([CH3:19])([CH3:20])[CH3:21])[CH2:9]3. Reactants: C(C(C)(C)C)(=O)O (pivalic acid), [C]=O (carbon monoxide), C(C)(=O)OC=C (vinyl acetate). The reagents and catalysts are [Ru] (ruthenium). Yields the product C(C(C)(C)C)(=O)OC=C (Vinyl pivalate). Yield: 96.0%. RXN SMILES: [C:1]([OH:7])(=[O:6])[C:2]([CH3:5])([CH3:4])[CH3:3].[C]=O.[C:10](OC=C)(=O)[CH3:11]>[Ru]>[C:1]([O:7][CH:10]=[CH2:11])(=[O:6])[C:2]([CH3:5])([CH3:4])[CH3:3] |^3:7|. Procedure details: Vinyl pivalate (91 pounds) was prepared in two, 20 gallon-batch runs in a 30 gallon stainless steel reactor. In two batches, pivalic acid (75.5 lbs, 10 gallons) and vinyl acetate (77.9 lbs, 10 gallons) were transvinylated in the presence of 300 ppm ruthenium catalyst, described in the preceeding paragraph, at 145° C. using a 50 psig carbon monoxide reaction atmosphere for 5 hours. Reaction product was removed from the reactor by vacuum distillation (60°-130° C., 240 mm Hg) from the ruthenium cat... Reactants: ClCCl, Cc1cccc(N=C=O)c1, NC1N=C(c2ccccc2F)c2ccccc2N(Cc2ccc3oc(=O)ccc3c2)C1=O. Yields the product Cc1cccc(NC(=O)NC2N=C(c3ccccc3F)c3ccccc3N(Cc3ccc4oc(=O)ccc4c3)C2=O)c1. As a reaction SMILES: [CH2:43]([Cl:44])[Cl:45].[CH3:33][c:34]1[cH:35][c:36]([N:40]=[C:41]=[O:42])[cH:37][cH:38][cH:39]1.[NH2:1][CH:2]1[C:3](=[O:32])[N:4]([CH2:20][c:21]2[cH:22][cH:23][c:24]3[c:25]([cH:26][cH:27][c:28](=[O:30])[o:29]3)[cH:31]2)[c:5]2[c:6]([cH:16][cH:17][cH:18][cH:19]2)[C:7]([c:9]2[c:10]([F:15])[cH:11][cH:12][cH:13][cH:14]2)=[N:8]1>>[NH:1]([CH:2]1[C:3](=[O:32])[N:4]([CH2:20][c:21]2[cH:22][cH:23][c:24]3[c:25]([cH:26][cH:27][c:28](=[O:30])[o:29]3)[cH:31]2)[c:5]2[c:6]([cH:16][cH:17][cH:18][cH:19]2)[C:7]([c:9]2[c:10]([F:15])[cH:11][cH:12][cH:13][cH:14]2)=[N:8]1)[C:41]([NH:40][c:36]1[cH:35][c:34]([CH3:33])[cH:39][cH:38][cH:37]1)=[O:42]. The reactants are C(C)(C)(C)OC(CN1C=C(C=CC1=O)C(=O)OCC1=CC=CC=C1)=O (benzyl 1-(2-(tert-butoxy)-2-oxoethyl)-6-oxo-1,6-dihydropyridine-3-carboxylate). The reagents and catalysts are [Pd] (palladium). Solvent: CCOC(=O)C (EtOAc), CCO (EtOH). Run at temperature 23 celsius, time 45 minute. The product is C(C)(C)(C)OC(CN1C=C(C=CC1=O)C(=O)O)=O (1-(2-(tert-Butoxy)-2-oxoethyl)-6-oxo-1,6-dihydropyridine-3-carboxylic acid). RXN SMILES: [C:1]([O:5][C:6](=[O:25])[CH2:7][N:8]1[C:13](=[O:14])[CH:12]=[CH:11][C:10]([C:15]([O:17]CC2C=CC=CC=2)=[O:16])=[CH:9]1)([CH3:4])([CH3:3])[CH3:2]>CCOC(C)=O.CCO.[Pd]>[C:1]([O:5][C:6](=[O:25])[CH2:7][N:8]1[C:13](=[O:14])[CH:12]=[CH:11][C:10]([C:15]([OH:17])=[O:16])=[CH:9]1)([CH3:4])([CH3:2])[CH3:3]. Procedure: A solution of benzyl 1-(2-(tert-butoxy)-2-oxoethyl)-6-oxo-1,6-dihydropyridine-3-carboxylate (924 mg, 2.69 mmol) in EtOAc (20 mL) and EtOH (5 mL) was treated with palladium 10 wt. % on activated carbon (143 mg, 0.135 mmol) under nitrogen. The reaction vessel was purged through 3 vacuum-hydrogen cycles, and was stirred under a hydrogen balloon at 23° C. After 45 min, the reaction was filtered through Celite® brand filter agent, the filter cake washed with MeOH (100 mL), the filtrates were combined... The reactants are [Si](C)(C)(C(C)(C)C)O[C@H]1C[C@@H](CC2=CC=C3[C@@H]4CC[C@H](C(C)C=O)[C@]4(CC[C@@H]3[C@@]12C)C)O[Si](C)(C)C(C)(C)C (1α,3β-bis(t-butyldimethylsilyloxy)pregna-5,7-diene-20-carbaldehyde), COC(=O)O[C@H]1C[C@@H](CC2=CC=C3[C@@H]4CC[C@H](C(C)C=O)[C@]4(CC[C@@H]3[C@@]12C)C)OC(=O)OC (1α,3β-bis(methoxycarbonyloxy)pregna-5,7-diene-20-carbaldehyde). The product is [Si](C)(C)(C(C)(C)C)O[C@H]1C[C@@H](CC2=CC=C3[C@@H]4CC[C@H](C(CO)C)[C@]4(CC[C@@H]3[C@@]12C)C)O[Si](C)(C)C(C)(C)C (1α,3β-bis(t-butyldimethylsilyloxy)-20-methylpregna-5,7-dien-21-ol). Yield: 83.3%. RXN SMILES: [Si:1]([O:8][C@@H:9]1[C@@:29]2([CH3:30])[C:13](=[CH:14][CH:15]=[C:16]3[C@@H:28]2[CH2:27][CH2:26][C@@:25]2([CH3:31])[C@H:17]3[CH2:18][CH2:19][C@@H:20]2[CH:21]([CH:23]=[O:24])[CH3:22])[CH2:12][C@@H:11]([O:32][Si:33]([C:36]([CH3:39])([CH3:38])[CH3:37])([CH3:35])[CH3:34])[CH2:10]1)([C:4]([CH3:7])([CH3:6])[CH3:5])([CH3:3])[CH3:2].COC(O[C@@H]1[C@@]2(C)C(=CC=C3[C@@H]2CC[C@@]2(C)[C@H]3CC[C@@H]2C(C=O)C)C[C@@H](OC(OC)=O)C1)=O>>[Si:1]([O:8][C@@H:9]1[C@@:29]2([CH3:30])[C:13](=[CH:14][CH:15]=[C:16]3[C@@H:28]2[CH2:27][CH2:26][C@@:25]2([CH3:31])[C@H:17]3[CH2:18][CH2:19][C@@H:20]2[CH:21]([CH3:22])[CH2:23][OH:24])[CH2:12][C@@H:11]([O:32][Si:33]([C:36]([CH3:37])([CH3:39])[CH3:38])([CH3:34])[CH3:35])[CH2:10]1)([C:4]([CH3:7])([CH3:6])[CH3:5])([CH3:3])[CH3:2]. Procedure: The procedure of Example 1 was repeated except that 110 mg of 1α,3β-bis(t-butyldimethylsilyloxy)pregna-5,7-diene-20-carbaldehyde was used in lieu of 100 mg of 1α,3β-bis(methoxycarbonyloxy)pregna-5,7-diene-20-carbaldehyde to give 92 mg of 1α,3β-bis(t-butyldimethylsilyloxy)-20-methylpregna-5,7-dien-21-ol.